This data is from the Open Reaction Database (ORD), a public repository of structured organic reaction records. The task is: describe an organic reaction: reactants, conditions, products, and yield The reactants are OO (Hydrogen peroxide), NC1=C(C(=NN1C1=C(C=C(C=C1Cl)C(F)(F)F)Cl)C#N)SCC (5-amino-3-cyano-1-(2,6-dichloro-4-trifluoromethylphenyl)-4-ethylthiopyrazole), acid. The solvent is CO (methanol), C(C)(C)O (isopropanol). Reaction conditions: temperature 60 celsius, time 2 hour. The product is NC1=C(C(=NN1C1=C(C=C(C=C1Cl)C(F)(F)F)Cl)C#N)S(=O)CC (5-amino-3-cyano-1-(2,6-dichloro-4-trifluoromethylphenyl)-4-ethylsulfinylpyrazole). Isolated yield 79.4%. RXN SMILES: [NH2:1][C:2]1[N:6]([C:7]2[C:12]([Cl:13])=[CH:11][C:10]([C:14]([F:17])([F:16])[F:15])=[CH:9][C:8]=2[Cl:18])[N:5]=[C:4]([C:19]#[N:20])[C:3]=1[S:21][CH2:22][CH3:23].[OH:24]O>CO.C(O)(C)C>[NH2:1][C:2]1[N:6]([C:7]2[C:8]([Cl:18])=[CH:9][C:10]([C:14]([F:17])([F:15])[F:16])=[CH:11][C:12]=2[Cl:13])[N:5]=[C:4]([C:19]#[N:20])[C:3]=1[S:21]([CH2:22][CH3:23])=[O:24]. Reported procedure: To a solution of 5-amino-3-cyano-1-(2,6-dichloro-4-trifluoromethylphenyl)-4-ethylthiopyrazole (22.25 g) in methanol was added a solution of sulfuiric acid (1.5 g) in isopropanol. Hydrogen peroxide (6.95 g of 30% aqueous solution) was added and the temperature raised to 60° C. After two hours, the reaction was filtered and the solid washed with methanol. The filtrate was washed (water), dried and recrystallized (methanol) to give 5-amino-3-cyano-1-(2,6-dichloro-4-trifluoromethylphenyl)-4-ethylsul...